describe an organic reaction: reactants, conditions, products, and yield From a dataset of the Open Reaction Database (ORD), a public repository of structured organic reaction records. Starting materials: FC=1C=C(C(C(=O)OC)=CC1F)N (Methyl 4,5-difluoroanthranilate), ClC(=O)OC1=CC=C(C=C1)[N+](=O)[O-] (p-nitrophenyl chloroformate), N1=CC=CC=C1 (pyridine), C1CCOC1 (THF). The product is [N+](=O)([O-])C1=CC=C(C=C1)NC(=O)C1=C(C(=O)OC)C=C(C(=C1)F)F (Methyl 2-(p-Nitrophenyl)carbamoyl-4,5-difluorobenzoate). Run in C(C)#N (acetonitrile). Reaction conditions: time 2 hour. As a reaction SMILES: [F:1][C:2]1[CH:3]=[C:4](N)[C:5](=[CH:10][C:11]=1[F:12])[C:6]([O:8][CH3:9])=[O:7].ClC(O[C:18]1[CH:23]=[CH:22][C:21]([N+:24]([O-:26])=[O:25])=[CH:20][CH:19]=1)=O.[N:27]1[CH:32]=CC=CC=1.C1C[O:36]CC1>C(#N)C>[N+:24]([C:21]1[CH:20]=[CH:19][C:18]([NH:27][C:32]([C:4]2[CH:3]=[C:2]([F:1])[C:11]([F:12])=[CH:10][C:5]=2[C:6]([O:8][CH3:9])=[O:7])=[O:36])=[CH:23][CH:22]=1)([O-:26])=[O:25]. Reported procedure: Methyl 4,5-difluoroanthranilate (0.19 g, 1 mmol) in THF (1.5 ml) was added at ca. 0° C. to p-nitrophenyl chloroformate (0.21 g, 1.05 mmol) in pyridine (0.089 ml, 1.1 mmol) and dry acetonitrile (2.0 ml). The mixture was stirred at r.t. for 2 h. Solvent was removed in vacuo, and the residue triturated with ethyl ether (ca. 3 ml), filtered, washed with ether (2×2 ml), water (3×3 ml), hexanes (3×5 ml), and dried in vacuo. Yield 0.27 g (77%). 1H NMR in CDCl3 (δ,ppm): 3.98 (s, 3 H), 7.40 (d, J=8.1 Hz,... As a reaction SMILES: [CH2:26]1[O:27][CH2:28][CH2:29][CH2:30]1.[CH2:3]([CH3:4])[O:5][C:6]([CH2:7][CH2:8][CH2:9][CH2:10][CH2:11][CH2:12][N:13]1[CH2:14][N:15]=[C:16]([c:18]2[cH:19][cH:20][cH:21][cH:22][cH:23]2)[NH:17]1)=[O:24].[CH3:31][OH:32].[K+:2].[OH-:1].[OH2:25]>>[O:5]=[C:6]([CH2:7][CH2:8][CH2:9][CH2:10][CH2:11][CH2:12][N:13]1[CH2:14][N:15]=[C:16]([c:18]2[cH:19][cH:20][cH:21][cH:22][cH:23]2)[NH:17]1)[OH:24]. The reactants are C1CCOC1, CCOC(=O)CCCCCCN1CN=C(c2ccccc2)N1, CO, [K+], [OH-], O. Yields the product O=C(O)CCCCCCN1CN=C(c2ccccc2)N1. Starting materials: CN(C/C=C(/C(=O)OC)\C)C (methyl(2E)-4-(dimethylamino)-2-methylbut-2-enoate), [Li+].[OH-] (LiOH). Solvent: O1CCCC1 (tetrahydrofuran), O (water). Reaction conditions: temperature 40 celsius, time 4 hour. The product is CN(C/C=C(/C(=O)[O-])\C)C.[Li+] (Lithium (2E)-4-(dimethylamino)-2-methylbut-2-enoate). RXN SMILES: [CH3:1][N:2]([CH3:11])[CH2:3]/[CH:4]=[C:5](\[CH3:10])/[C:6]([O:8]C)=[O:7].[Li+:12].[OH-]>O1CCCC1.O>[CH3:1][N:2]([CH3:11])[CH2:3]/[CH:4]=[C:5](\[CH3:10])/[C:6]([O-:8])=[O:7].[Li+:12] |f:1.2,5.6|. Procedure details: To methyl(2E)-4-(dimethylamino)-2-methylbut-2-enoate (238 mg, 1.51 mmol) in tetrahydrofuran (0.95 mL) and water (0.95 mL) was added LiOH (36 mg, 1.5 mmol). The solution was stirred at 40° C. for 4 hours before being frozen and lyophilized to afford a white semi-solid that was taken on to the next step as is. LRMS (ESI) calc'd for C7H13NO2 [M+]+: 144, found 144. Reactants: Brc1cncc(I)c1, C[S-], Cc1ccccc1, Br[Cu]Br, C1CCC2=NCCCN2CC1, [Na+]. The product is CSc1cncc(Br)c1. As a reaction SMILES: [Br:12][c:13]1[cH:14][n:15][cH:16][c:17]([I:19])[cH:18]1.[CH3:20][S-:21].[CH3:23][c:24]1[cH:25][cH:26][cH:27][cH:28][cH:29]1.[Cu:30]([Br:31])[Br:32].[N:1]12[CH2:2][CH2:3][CH2:4][N:5]=[C:6]1[CH2:7][CH2:8][CH2:9][CH2:10][CH2:11]2.[Na+:22]>>[Br:12][c:13]1[cH:14][n:15][cH:16][c:17]([S:21][CH3:20])[cH:18]1. Starting materials: C1(=CC=CC=C1)CCCCCCC(=O)C1=CC=C(N=N1)C1=CC=CC(=N1)C(=O)OC (Methyl 6-(6-(7-Phenylheptanoyl)-pyridazin-3-yl)-picolinate). The solvent is CCOCC (Et2O). Product: C1(=CC=CC=C1)CCCCCCC(=O)C1=CC=C(N=N1)C1=CC=CC(=N1)C(=O)O (6-(6-(7-Phenylheptanoyl)-pyridazin-3-yl)-picolinic Acid). The yield is 71.0%. RXN SMILES: [C:1]1([CH2:7][CH2:8][CH2:9][CH2:10][CH2:11][CH2:12][C:13]([C:15]2[N:20]=[N:19][C:18]([C:21]3[N:26]=[C:25]([C:27]([O:29]C)=[O:28])[CH:24]=[CH:23][CH:22]=3)=[CH:17][CH:16]=2)=[O:14])[CH:6]=[CH:5][CH:4]=[CH:3][CH:2]=1>CCOCC>[C:1]1([CH2:7][CH2:8][CH2:9][CH2:10][CH2:11][CH2:12][C:13]([C:15]2[N:20]=[N:19][C:18]([C:21]3[N:26]=[C:25]([C:27]([OH:29])=[O:28])[CH:24]=[CH:23][CH:22]=3)=[CH:17][CH:16]=2)=[O:14])[CH:6]=[CH:5][CH:4]=[CH:3][CH:2]=1. Procedure details: The title compound was prepared from 13f (1.9 mg, 0.0047 mmol) following general procedure A. Tritration with Et2O afforded the title compound (1.3 mg, 71%) as a white solid: 1H NMR (CDCl3, 600 MHz) δ 9.06 (d, 1H, J=7.8 Hz), 8.65 (d, 1H, J=8.7 Hz), 8.42 (d, 1H, J=7.5 Hz), 8.32 (d, 1H, J=8.7 Hz), 8.23 (t, 1H, J=7.8 Hz), 7.27 (m, 2H), 7.17 (m, 3H), 3.45 (t, 2H, J=7.4 Hz), 2.62 (t, 2H, J=7.8 Hz), 1.83 (m, 2H), 1.66 (m, 2H), 1.46 (m, 4H); 13C NMR (CDCl3, 150 MHz) δ 200.2, 163.5, 158.2, 155.7, 152.2,...